This data is from the Open Reaction Database (ORD), a public repository of structured organic reaction records. The task is: describe an organic reaction: reactants, conditions, products, and yield Procedure: 300 mg (0.79 m mol) of 2-(4-aminosulfonylphenyl)-3-(4-methoxyphenyl)indole prepared in Example 70 was suspended in 20 ml of CH2Cl2 cooled in an ice-salt bath and the cold solution of 0.41 ml (4.4 m mol) of BBR3 in 5 ml of CH2Cl2 was added in dropwise. When addition was complete, the ice-salt bath was removed and the reaction mixture was stirred at room temperature for 3 h. The solvent was removed and the residue was purified by column chromtography eluting with 3:1 petroleum: ethyl acetate to gi... Run at time 3 hour. Reactants: NS(=O)(=O)C1=CC=C(C=C1)C=1NC2=CC=CC=C2C1C1=CC=C(C=C1)OC (2-(4-aminosulfonylphenyl)-3-(4-methoxyphenyl)indole). Isolated yield 62.3%. As a reaction SMILES: [NH2:1][S:2]([C:5]1[CH:10]=[CH:9][C:8]([C:11]2[NH:12][C:13]3[C:18]([C:19]=2[C:20]2[CH:25]=[CH:24][C:23]([O:26]C)=[CH:22][CH:21]=2)=[CH:17][CH:16]=[CH:15][CH:14]=3)=[CH:7][CH:6]=1)(=[O:4])=[O:3]>C(Cl)Cl>[NH2:1][S:2]([C:5]1[CH:10]=[CH:9][C:8]([C:11]2[NH:12][C:13]3[C:18]([C:19]=2[C:20]2[CH:21]=[CH:22][C:23]([OH:26])=[CH:24][CH:25]=2)=[CH:17][CH:16]=[CH:15][CH:14]=3)=[CH:7][CH:6]=1)(=[O:4])=[O:3]. The product is NS(=O)(=O)C1=CC=C(C=C1)C=1NC2=CC=CC=C2C1C1=CC=C(C=C1)O (2-(4-aminosulfonylphenyl)-3-(4-hydroxyphenyl)indole). The solvent is C(Cl)Cl (CH2Cl2), C(Cl)Cl (CH2Cl2). Starting materials: CC(C(C1=CC=CC=C1)=O)NC(=O)C1CN(CCO1)CC1=CC=CC=C1 (N-(1-methyl-2-oxo-2-phenylethyl)-4-(phenylmethyl)-2-morpholinecarboxamide), FC(C(=O)[O-])(F)F.[NH4+] (ammonium trifluoroacetate). Reaction conditions: temperature 150 celsius, time 0.75 hour. Product: CC=1N=C(NC1C1=CC=CC=C1)C1CN(CCO1)CC1=CC=CC=C1 (2-(4-Methyl-5-phenyl-1H-imidazol-2-yl)-4-(phenylmethyl)morpholine). Isolated yield 97.5%. Reaction SMILES: [CH3:1][CH:2]([NH:11][C:12]([CH:14]1[O:19][CH2:18][CH2:17][N:16]([CH2:20][C:21]2[CH:26]=[CH:25][CH:24]=[CH:23][CH:22]=2)[CH2:15]1)=O)[C:3](=O)[C:4]1[CH:9]=[CH:8][CH:7]=[CH:6][CH:5]=1.FC(F)(F)C([O-])=O.[NH4+:34]>>[CH3:1][C:2]1[N:11]=[C:12]([CH:14]2[O:19][CH2:18][CH2:17][N:16]([CH2:20][C:21]3[CH:26]=[CH:25][CH:24]=[CH:23][CH:22]=3)[CH2:15]2)[NH:34][C:3]=1[C:4]1[CH:9]=[CH:8][CH:7]=[CH:6][CH:5]=1 |f:1.2|. Procedure: A mixture of N-(1-methyl-2-oxo-2-phenylethyl)-4-(phenylmethyl)-2-morpholinecarboxamide (1.3 g, 3.69 mmol) and ammonium trifluoroacetate (2.417 g, 18.44 mmol) was stirred for 0.75 hours at 150° C. The LCMS indicated that the starting material was consumed. The desired product was contained in the residue. Water (150 mL) was added to the residue, and the resulting mixture was extracted with EtOAc (3×100 mL). The organics were dried (Na2SO4), filtered, and evaporated to afford the title compound (1... Starting materials: solution, C(CCCCCCC)C=1C(=C(C(O)=CC1)O)CCCCCCCC (dioctylpyrocatechol). Reagents/catalysts: [Cu] (copper). Run in CCCCC(CC)COP(=O)(O)OCC(CC)CCCC (ESCAID 100). The product is C=CCCCCCC (1-octene), C=1(O)C(O)=CC=CC1 (pyrocatechol). Reaction SMILES: [CH2:1]([C:9]1[C:10](CCCCCCCC)=[C:11]([OH:16])[C:12](=[CH:14][CH:15]=1)[OH:13])[CH2:2][CH2:3][CH2:4][CH2:5][CH2:6][CH2:7]C>CCCCC(COP(OCC(CCCC)CC)(O)=O)CC.[Cu]>[CH2:9]=[CH:1][CH2:2][CH2:3][CH2:4][CH2:5][CH2:6][CH3:7].[C:12]1([C:11](=[CH:10][CH:9]=[CH:15][CH:14]=1)[OH:16])[OH:13]. Procedure: In the same way as the previous example, 100 ml of a copper solution was contacted with a 0.3M solution of dioctylpyrocatechol (100 ml) in ESCAID 100, obtained from the reaction of an excess of 1-octene with pyrocatechol. The reactants are C1=C(C=CC2=CC=CC=C12)O (2-naphthol), [H-].[Na+] (sodium hydride), FC1=CC=C(C=O)C=C1 (4-fluorobenzaldehyde). Solvent: CN(C)C=O (DMF). Conditions: time 48 hour. Yields the product C1=C(C=CC2=CC=CC=C12)OC1=CC=C(C=O)C=C1 (4-(2-naphthyloxy)benzaldehyde). The yield is 41.0%. As a reaction SMILES: [CH:1]1[C:10]2[C:5](=[CH:6][CH:7]=[CH:8][CH:9]=2)[CH:4]=[CH:3][C:2]=1[OH:11].[H-].[Na+].F[C:15]1[CH:22]=[CH:21][C:18]([CH:19]=[O:20])=[CH:17][CH:16]=1>CN(C=O)C>[CH:1]1[C:10]2[C:5](=[CH:6][CH:7]=[CH:8][CH:9]=2)[CH:4]=[CH:3][C:2]=1[O:11][C:15]1[CH:22]=[CH:21][C:18]([CH:19]=[O:20])=[CH:17][CH:16]=1 |f:1.2|. Reported procedure: To a solution of 2-naphthol (14.4 g) in DMF (100 ml) is added sodium hydride (4.2 g of 60% dispersion). When gas evolution ceases, 4-fluorobenzaldehyde (11.5 ml) is added, and the reaction mixture is stirred at 130° for 48 hr. The mixture is cooled, poured onto crushed ice, and the product extracted with ether. Chromatography of the concentrated extract with 3:2 dichloromethane-hexane provides 4-(2-naphthyloxy)benzaldehyde as a pale yellow solid (10.25 g, 41%). Reactants: C(CCC)NCCCC (dibutylamine), C(C=C)(=O)OC (methyl acrilate), ClCCl (dichloromethane). The solvent is CO (methanol). Conditions: temperature 50 celsius. Product: C(CCC)N(CCC(=O)OC)CCCC (methyl N,N-dibutyl-3-amino-propionate). The yield is 94.5%. Reaction SMILES: [CH2:1]([NH:5][CH2:6][CH2:7][CH2:8][CH3:9])[CH2:2][CH2:3][CH3:4].[C:10]([O:14][CH3:15])(=[O:13])[CH:11]=[CH2:12].ClCCl>CO>[CH2:1]([N:5]([CH2:6][CH2:7][CH2:8][CH3:9])[CH2:12][CH2:11][C:10]([O:14][CH3:15])=[O:13])[CH2:2][CH2:3][CH3:4]. Procedure: A! A solution of dibutylamine (1 l, 5.88 moles) in methanol (2.35 l), kept under stirring at 50° C., was slowly added dropwise with methyl acrilate (1.051 l, 11.76 moles). The mixture was then brought to room temperature and kept under stirring for 1 hour, thereafter 1.174 l of dichloromethane were added and the product extracted with 4.7 l of 3N HCl. The organic phase was washed with water (3×2.35 l). The aqueous phase was brought to pH-9 with 5N sodium hydrate and extracted with dichloromethan... Starting materials: CS(=O)(=O)c1ccc(C(CC2CCCC2)C(=O)O)cc1, CN1CCN(c2cnc(N)s2)CC1. The product is CN1CCN(c2cnc(NC(=O)C(CC3CCCC3)c3ccc(S(C)(=O)=O)cc3)s2)CC1. As a reaction SMILES: [CH:1]1([CH2:6][CH:7]([C:8](=[O:9])[OH:10])[c:11]2[cH:12][cH:13][c:14]([S:17](=[O:18])(=[O:19])[CH3:20])[cH:15][cH:16]2)[CH2:2][CH2:3][CH2:4][CH2:5]1.[NH2:21][c:22]1[s:23][c:24]([N:27]2[CH2:28][CH2:29][N:30]([CH3:33])[CH2:31][CH2:32]2)[cH:25][n:26]1>>[CH:1]1([CH2:6][CH:7]([C:8](=[O:10])[NH:21][c:22]2[s:23][c:24]([N:27]3[CH2:28][CH2:29][N:30]([CH3:33])[CH2:31][CH2:32]3)[cH:25][n:26]2)[c:11]2[cH:12][cH:13][c:14]([S:17](=[O:18])(=[O:19])[CH3:20])[cH:15][cH:16]2)[CH2:2][CH2:3][CH2:4][CH2:5]1.